From a dataset of the Open Reaction Database (ORD), a public repository of structured organic reaction records. describe an organic reaction: reactants, conditions, products, and yield Reactants: C(C)(C)S(=O)C1=NNC=N1 (3-isopropylsulphinyl-1,2,4-triazole), C(CC)N(C(=O)Cl)CCC (dipropylcarbamoyl chloride), O1CCCC1 (tetrahydrofuran). Run in C(C)N(CC)CC (triethylamine). The product is C(CC)N(C(=O)N1N=C(N=C1)S(=O)C(C)C)CCC (1-dipropylcarbamoyl-3-isopropylsulphinyl-1,2,4-triazole). As a reaction SMILES: [CH:1]([S:4]([C:6]1[N:10]=[CH:9][NH:8][N:7]=1)=[O:5])([CH3:3])[CH3:2].[CH2:11]([N:14]([CH2:18][CH2:19][CH3:20])[C:15](Cl)=[O:16])[CH2:12][CH3:13].O1CCCC1>C(N(CC)CC)C>[CH2:11]([N:14]([CH2:18][CH2:19][CH3:20])[C:15]([N:8]1[CH:9]=[N:10][C:6]([S:4]([CH:1]([CH3:3])[CH3:2])=[O:5])=[N:7]1)=[O:16])[CH2:12][CH3:13]. Procedure: A mixture of 6.4 g. 3-isopropylsulphinyl-1,2,4-triazole, 8.0 ml. dipropylcarbamoyl chloride, 25 ml. dry tetrahydrofuran and 10 ml. dry triethylamine was refluxed under anhydrous conditions for 2 hours. The cooled reaction mixture was filtered and the filtrate distilled under reduced pressure to give 1-dipropylcarbamoyl-3-isopropylsulphinyl-1,2,4-triazole as an oily residue which subsequently solidified, m.p. 15° - 20° C. Elemental analysis satisfactory. Starting materials: N#Cc1ccc2c(c1)nc(-c1ccc(OCc3ccccc3)cc1)n2C1CCCC1, CCO, Cl, NO, [Na+], O, O=C([O-])O. Yields the product NC(=NO)c1ccc2c(c1)nc(-c1ccc(OCc3ccccc3)cc1)n2C1CCCC1. As a reaction SMILES: [CH2:1]([c:2]1[cH:3][cH:4][cH:5][cH:6][cH:7]1)[O:8][c:9]1[cH:10][cH:11][c:12](-[c:15]2[n:16][c:17]3[c:18]([n:19]2[CH:20]2[CH2:21][CH2:22][CH2:23][CH2:24]2)[cH:25][cH:26][c:27]([C:29]#[N:30])[cH:28]3)[cH:13][cH:14]1.[CH2:39]([OH:40])[CH3:41].[ClH:31].[NH2:32][OH:33].[Na+:34].[OH2:42].[OH:35][C:36](=[O:37])[O-:38]>>[CH2:1]([c:2]1[cH:3][cH:4][cH:5][cH:6][cH:7]1)[O:8][c:9]1[cH:10][cH:11][c:12](-[c:15]2[n:16][c:17]3[c:18]([n:19]2[CH:20]2[CH2:21][CH2:22][CH2:23][CH2:24]2)[cH:25][cH:26][c:27]([C:29]([NH2:30])=[N:32][OH:33])[cH:28]3)[cH:13][cH:14]1. Reactants: C1(=CC=CC=C1)C1(CCN(CC1)C(=O)OC(C)(C)C)COC(C)C1=CC(=CC2=CN(N=C12)COCC[Si](C)(C)C)C(F)(F)F ((±)-tert-Butyl 4-phenyl-4-((1-(5-(trifluoromethyl)-2-((2-(trimethylsilyl)ethoxy)methyl)-2H-indazol-7-yl)ethoxy)methyl)piperidine-1-carboxylate). The solvent is FC(C(=O)O)(F)F (trifluoroacetic acid). Reaction conditions: time 3 hour. The product is C1(=CC=CC=C1)C1(CCNCC1)COC(C)C=1C=C(C=C2C=NNC12)C(F)(F)F ((±)-7-(1-((4-Phenylpiperidin-4-yl)methoxy)ethyl)-5-(trifluoromethyl)-1H-indazole). As a reaction SMILES: [C:1]1([C:7]2([CH2:20][O:21][CH:22]([C:24]3[C:32]4[C:28](=[CH:29][N:30](COCC[Si](C)(C)C)[N:31]=4)[CH:27]=[C:26]([C:41]([F:44])([F:43])[F:42])[CH:25]=3)[CH3:23])[CH2:12][CH2:11][N:10](C(OC(C)(C)C)=O)[CH2:9][CH2:8]2)[CH:6]=[CH:5][CH:4]=[CH:3][CH:2]=1>FC(F)(F)C(O)=O>[C:1]1([C:7]2([CH2:20][O:21][CH:22]([C:24]3[CH:25]=[C:26]([C:41]([F:42])([F:44])[F:43])[CH:27]=[C:28]4[C:32]=3[NH:31][N:30]=[CH:29]4)[CH3:23])[CH2:12][CH2:11][NH:10][CH2:9][CH2:8]2)[CH:6]=[CH:5][CH:4]=[CH:3][CH:2]=1. Reported procedure: (±)-tert-Butyl 4-phenyl-4-((1-(5-(trifluoromethyl)-2-((2-(trimethylsilyl)ethoxy)methyl)-2H-indazol-7-yl)ethoxy)methyl)piperidine-1-carboxylate (62 mg, 0.098 mmol) was dissolved in trifluoroacetic acid (50% in dichloromethane, 1.5 mL) and stirred at room temperature for 3 h. The reaction was concentrated and loaded onto a strong cation exchange cartridge in methanol. The cartridge was flushed with several volumes of methanol which were discarded. The product was eluted with 2 M ammonia in methano... Starting materials: FC=1C=C(C2=C(CCO2)C1)C(CC(C=O)(C(F)(F)F)O)(C)C (4-(5-fluoro-2,3-dihydrobenzofuran-7-yl)-2-hydroxy-4-methyl-2-trifluoromethyl-pentanal), [BH4-].[Na+] (sodium borohydride), 5-aminoisoquinol-2(1H)-one, FC=1C=C(C2=C(CCO2)C1)C(CC(C=NC1=C2C=CNC(C2=CC=C1)=O)(C(F)(F)F)O)(C)C (5-[4-(5-fluoro-2,3-dihydrobenzofuran-7-yl)-2-hydroxy-4-methyl-2-trifluoromethyl-pentylidenamino]isoquinol-1(2H)-one). Product: FC=1C=C(C2=C(CCO2)C1)C(CC(CNC1=C2C=CNC(C2=CC=C1)=O)(C(F)(F)F)O)(C)C (5-[4-(5-Fluoro-2,3-dihydrobenzofuran-7-yl)-2-hydroxy-4-methyl-2-trifluoromethyl-pentylamino]isoquinol-1(2H)-one). Reaction SMILES: FC1C=C(C(C)(C)CC(O)(C(F)(F)F)C=O)C2OCCC=2C=1.[F:23][C:24]1[CH:25]=[C:26]([C:33]([CH3:55])([CH3:54])[CH2:34][C:35]([OH:53])([C:49]([F:52])([F:51])[F:50])[CH:36]=[N:37][C:38]2[CH:47]=[CH:46][CH:45]=[C:44]3[C:39]=2[CH:40]=[CH:41][NH:42][C:43]3=[O:48])[C:27]2[O:31][CH2:30][CH2:29][C:28]=2[CH:32]=1.[BH4-].[Na+]>>[F:23][C:24]1[CH:25]=[C:26]([C:33]([CH3:55])([CH3:54])[CH2:34][C:35]([OH:53])([C:49]([F:51])([F:50])[F:52])[CH2:36][NH:37][C:38]2[CH:47]=[CH:46][CH:45]=[C:44]3[C:39]=2[CH:40]=[CH:41][NH:42][C:43]3=[O:48])[C:27]2[O:31][CH2:30][CH2:29][C:28]=2[CH:32]=1 |f:2.3|. Procedure: Analogously to Example 1, 4-(5-fluoro-2,3-dihydrobenzofuran-7-yl)-2-hydroxy-4-methyl-2-trifluoromethyl-pentanal is converted with 5-aminoisoquinol-2(1H)-one into 5-[4-(5-fluoro-2,3-dihydrobenzofuran-7-yl)-2-hydroxy-4-methyl-2-trifluoromethyl-pentylidenamino]isoquinol-1(2H)-one, which is reduced with sodium borohydride to the product. Yields the product CC(C)(C)c1ccc(CCOc2ncnc3ncccc23)cc1. RXN SMILES: [C:12]([CH3:13])([CH3:14])([CH3:15])[c:16]1[cH:17][cH:18][c:19]([CH2:22][CH2:23][OH:24])[cH:20][cH:21]1.[CH3:26][c:27]1[cH:28][cH:29][cH:30][cH:31][cH:32]1.[Cl:1][c:2]1[c:3]2[c:4]([n:5][cH:6][n:7]1)[n:8][cH:9][cH:10][cH:11]2.[ClH:25]>>[c:2]1([O:24][CH2:23][CH2:22][c:19]2[cH:18][cH:17][c:16]([C:12]([CH3:13])([CH3:14])[CH3:15])[cH:21][cH:20]2)[c:3]2[c:4]([n:5][cH:6][n:7]1)[n:8][cH:9][cH:10][cH:11]2. Starting materials: CC(C)(C)c1ccc(CCO)cc1, Cc1ccccc1, Clc1ncnc2ncccc12, Cl.